From a dataset of the Open Reaction Database (ORD), a public repository of structured organic reaction records. describe an organic reaction: reactants, conditions, products, and yield The reactants are ClCCl, OCc1ccc2[nH]ccc2c1. As a reaction SMILES: [Cl:12][CH2:13][Cl:14].[nH:1]1[cH:2][cH:3][c:4]2[cH:5][c:6]([CH2:10][OH:11])[cH:7][cH:8][c:9]12>>[nH:1]1[cH:2][cH:3][c:4]2[cH:5][c:6]([CH:10]=[O:11])[cH:7][cH:8][c:9]12. Product: O=Cc1ccc2[nH]ccc2c1.